Dataset: the Open Reaction Database (ORD), a public repository of structured organic reaction records. Task: describe an organic reaction: reactants, conditions, products, and yield Reactants: ClCCCl, CNS(=O)(=O)c1ccccc1, CN(C)c1ccncc1, ClCCCl, Cl, CNC(=O)c1c(-c2ccc(F)cc2)oc2ccc(-c3cccc(C(=O)O)c3)cc12, CN(C)C=O. Yields the product CNC(=O)c1c(-c2ccc(F)cc2)oc2ccc(-c3cccc(C(=O)N(C)S(=O)(=O)c4ccccc4)c3)cc12. As a reaction SMILES: [CH2:30]([Cl:31])[CH2:32][Cl:33].[CH3:35][NH:36][S:37](=[O:38])(=[O:39])[c:40]1[cH:41][cH:42][cH:43][cH:44][cH:45]1.[CH3:50][N:51]([c:52]1[cH:53][cH:54][n:55][cH:56][cH:57]1)[CH3:58].[Cl:46][CH2:47][CH2:48][Cl:49].[ClH:34].[F:1][c:2]1[cH:3][cH:4][c:5](-[c:8]2[o:9][c:10]3[c:11]([c:12]2[C:13]([NH:14][CH3:15])=[O:16])[cH:17][c:18](-[c:21]2[cH:22][c:23]([C:24](=[O:25])[OH:26])[cH:27][cH:28][cH:29]2)[cH:19][cH:20]3)[cH:6][cH:7]1.[O:59]=[CH:60][N:61]([CH3:62])[CH3:63]>>[F:1][c:2]1[cH:3][cH:4][c:5](-[c:8]2[o:9][c:10]3[c:11]([c:12]2[C:13]([NH:14][CH3:15])=[O:16])[cH:17][c:18](-[c:21]2[cH:22][c:23]([C:24](=[O:26])[N:36]([CH3:35])[S:37](=[O:38])(=[O:39])[c:40]4[cH:41][cH:42][cH:43][cH:44][cH:45]4)[cH:27][cH:28][cH:29]2)[cH:19][cH:20]3)[cH:6][cH:7]1. The reactants are FC=1C(=C(N)C=CC1F)OC (3,4-difluoro-2-methoxyaniline), C(C)(=O)O (acetic acid), C(C)OC1(CC1)O[Si](C)(C)C (1-ethoxy-1-trimethylsilyloxycyclopropane). Solvent: C(C)O (ethanol). Yields the product C(C)ON(C1=C(C(=C(C=C1)F)F)OC)C1CC1 (N-(1-ethoxy)cyclopropyl-3,4-difluoro-2-methoxyaniline). The yield is 83.0%. Reaction SMILES: [F:1][C:2]1[C:3]([O:10][CH3:11])=[C:4]([CH:6]=[CH:7][C:8]=1[F:9])[NH2:5].[C:12]([OH:15])(=O)[CH3:13].C(O[C:19]1(O[Si](C)(C)C)[CH2:21][CH2:20]1)C>C(O)C>[CH2:12]([O:15][N:5]([CH:19]1[CH2:21][CH2:20]1)[C:4]1[CH:6]=[CH:7][C:8]([F:9])=[C:2]([F:1])[C:3]=1[O:10][CH3:11])[CH3:13]. Reported procedure: Into a 200-ml four-necked flask provided with a reflux condenser, a thermometer and a stirrer were fed 7.96 g (0.05 mol) of 3,4-difluoro-2-methoxyaniline, 40 g (0.67 mol) of acetic acid and 100 ml of ethanol. To the resulting mixture being stirred at room temperature was dropwise added 9.24 g (0.053 mol) of 1-ethoxy-1-trimethylsilyloxycyclopropane. The resulting mixture was placed on an oil bath and refluxed at 80° C. for 3 hours with stirring, in a nitrogen current. The resulting reaction mixtu... Reactants: COc1cc2c(cc1Br)C(=CNc1ccc(CN3CCCCC3)cc1)C(=O)NC2=O, CC(C)(C)P(C(C)(C)C)C(C)(C)C, O=C([O-])[O-], CN(C)C=O, [Cs+], [Cs+], OB(O)c1ccc(F)cc1. Yields the product COc1cc2c(cc1-c1ccc(F)cc1)C(=CNc1ccc(CN3CCCCC3)cc1)C(=O)NC2=O. As a reaction SMILES: [Br:1][c:2]1[cH:3][c:4]2[c:9]([cH:10][c:11]1[O:12][CH3:13])[C:8](=[O:14])[NH:7][C:6](=[O:15])[C:5]2=[CH:16][NH:17][c:18]1[cH:19][cH:20][c:21]([CH2:24][N:25]2[CH2:26][CH2:27][CH2:28][CH2:29][CH2:30]2)[cH:22][cH:23]1.[C:41]([P:42]([C:43]([CH3:44])([CH3:45])[CH3:46])[C:47]([CH3:48])([CH3:49])[CH3:50])([CH3:51])([CH3:52])[CH3:53].[C:54](=[O:55])([O-:56])[O-:57].[CH3:60][N:61]([CH3:62])[CH:63]=[O:64].[Cs+:58].[Cs+:59].[OH:31][B:32]([OH:33])[c:34]1[cH:35][cH:36][c:37]([F:38])[cH:39][cH:40]1>>[c:2]1(-[c:34]2[cH:35][cH:36][c:37]([F:38])[cH:39][cH:40]2)[cH:3][c:4]2[c:9]([cH:10][c:11]1[O:12][CH3:13])[C:8](=[O:14])[NH:7][C:6](=[O:15])[C:5]2=[CH:16][NH:17][c:18]1[cH:19][cH:20][c:21]([CH2:24][N:25]2[CH2:26][CH2:27][CH2:28][CH2:29][CH2:30]2)[cH:22][cH:23]1. The reactants are O.[OH-].[Li+] (Lithium hydroxide monohydrate), NC=1SC=C(N1)C1=CC=C(C=C1)C1(CC1)C(=O)OC (methyl 1-[4-(2-amino-1,3-thiazol-4-yl)phenyl]cyclopropanecarboxylate). Solvent: C1CCOC1 (THF), O (water). The product is NC=1SC=C(N1)C1=CC=C(C=C1)C1(CC1)C(=O)O (1-[4-(2-Amino-1,3-thiazol-4-yl)phenyl]cyclopropanecarboxylic acid). Reaction SMILES: O.[OH-].[Li+].[NH2:4][C:5]1[S:6][CH:7]=[C:8]([C:10]2[CH:15]=[CH:14][C:13]([C:16]3([C:19]([O:21]C)=[O:20])[CH2:18][CH2:17]3)=[CH:12][CH:11]=2)[N:9]=1>C1COCC1.O>[NH2:4][C:5]1[S:6][CH:7]=[C:8]([C:10]2[CH:11]=[CH:12][C:13]([C:16]3([C:19]([OH:21])=[O:20])[CH2:18][CH2:17]3)=[CH:14][CH:15]=2)[N:9]=1 |f:0.1.2|. Procedure details: Lithium hydroxide monohydrate (0.24 g, 5.8 mmol) was added to a mixture of methyl 1-[4-(2-amino-1,3-thiazol-4-yl)phenyl]cyclopropanecarboxylate (0.2 g, 0.73 mmol) in THF (3.0 ml) and water (1.0 mL), and the resulting mixture was refluxed for 30 minutes. Then the reaction mixture was concentrated and the residue was adjusted to be acidic (pH==3) by 1N HCl aqueous solution. The precipitate formed was filtered and washed with water to afford the desired product. LC-MS: 261.0 (M+H)+. Starting materials: CON(C(C1=CC=C(C=C1)OCC1=NC2=CC=CC=C2C=C1)=O)C (N-Methoxy-N-methyl4-(quinolin-2-ylmethoxy)-benzamide), C(C1=CC=CC=C1)OC1=CC(=C(C(=O)O)C=C1)F (4-Benzyloxy-2-fluoro-benzoic acid). The product is C(C1=CC=CC=C1)OC1=CC(=C(C(=O)N(C)OC)C=C1)F (4-Benzyloxy-2-fluoro-N-methoxy-N-methyl-benzamide). RXN SMILES: [CH3:1][O:2][N:3]([CH3:24])[C:4](=[O:23])[C:5]1[CH:10]=[CH:9][C:8]([O:11][CH2:12][C:13]2[CH:22]=[CH:21][C:20]3[C:15](=[CH:16]C=CC=3)N=2)=[CH:7][CH:6]=1.C(OC1C=CC(C(O)=O)=C([F:42])C=1)C1C=CC=CC=1>>[CH2:12]([O:11][C:8]1[CH:7]=[CH:6][C:5]([C:4]([N:3]([O:2][CH3:1])[CH3:24])=[O:23])=[C:10]([F:42])[CH:9]=1)[C:13]1[CH:22]=[CH:21][CH:20]=[CH:15][CH:16]=1. Reported procedure: Following the procedure for the preparation of N-Methoxy-N-methyl4-(quinolin-2-ylmethoxy)-benzamide but substituting 4-Benzyloxy-2-fluoro-benzoic acid provided the title compound. MS: (M+H m/z=290.2). Reactants: C(C)(C)[N-]C(C)C.[Li+] (Lithium diisopropylamide), BrC=1C=C(C=CC1)[C@@]1(CO[C@H](C(N1CC1=CC=C(C=C1)OC)=O)C)C ((2S,5R)-5-(3-bromo-phenyl)-4-(4-methoxy-benzyl)-2,5-dimethyl-morpholin-3-one), IC (iodomethane). Solvent: O1CCCC1 (tetrahydrofuran). Run at temperature -75 celsius, time 15 minute. Product: BrC=1C=C(C=CC1)[C@@]1(COC(C(N1CC1=CC=C(C=C1)OC)=O)(C)C)C ((R)-5-(3-bromo-phenyl)-4-(4-methoxy-benzyl)-2,2,5-trimethyl-morpholin-3-one). RXN SMILES: [Br:1][C:2]1[CH:3]=[C:4]([C@@:8]2([CH3:25])[N:13]([CH2:14][C:15]3[CH:20]=[CH:19][C:18]([O:21][CH3:22])=[CH:17][CH:16]=3)[C:12](=[O:23])[C@H:11]([CH3:24])[O:10][CH2:9]2)[CH:5]=[CH:6][CH:7]=1.[CH:26]([N-]C(C)C)(C)C.[Li+].IC>O1CCCC1>[Br:1][C:2]1[CH:3]=[C:4]([C@@:8]2([CH3:25])[N:13]([CH2:14][C:15]3[CH:20]=[CH:19][C:18]([O:21][CH3:22])=[CH:17][CH:16]=3)[C:12](=[O:23])[C:11]([CH3:26])([CH3:24])[O:10][CH2:9]2)[CH:5]=[CH:6][CH:7]=1 |f:1.2|. Procedure details: A dried flask was charged under an argon atmosphere with a solution of the crude (2S,5R)-5-(3-bromo-phenyl)-4-(4-methoxy-benzyl)-2,5-dimethyl-morpholin-3-one (622 mg) in tetrahydrofuran (16 ml) which was cooled to −75° C. Lithium diisopropylamide (1.54 ml, 3 mmol) was rapidly added, followed by iodomethane (502 mg, 3.5 mmol). After 15 minutes at −75° C. the reaction was complete. For the workup, the cold reaction mixture was quenched with a saturated ammonium chloride solution (15 ml) and extrac...